Task: describe an organic reaction: reactants, conditions, products, and yield. Dataset: the Open Reaction Database (ORD), a public repository of structured organic reaction records Reactants: COC(=O)CCC(=O)N1CC(Oc2ccc(Cl)cc2C(C)(C)C)C1, C1CCOC1, Cl, [Li+], [OH-]. Yields the product CC(C)(C)c1cc(Cl)ccc1OC1CN(C(=O)CCC(=O)O)C1. RXN SMILES: [C:1]([CH3:2])([CH3:3])([CH3:4])[c:5]1[c:6]([O:7][CH:8]2[CH2:9][N:10]([C:12]([CH2:13][CH2:14][C:15](=[O:16])[O:17][CH3:18])=[O:19])[CH2:11]2)[cH:20][cH:21][c:22]([Cl:24])[cH:23]1.[CH2:28]1[O:29][CH2:30][CH2:31][CH2:32]1.[ClH:27].[Li+:25].[OH-:26]>>[C:1]([CH3:2])([CH3:3])([CH3:4])[c:5]1[c:6]([O:7][CH:8]2[CH2:9][N:10]([C:12]([CH2:13][CH2:14][C:15](=[O:16])[OH:17])=[O:19])[CH2:11]2)[cH:20][cH:21][c:22]([Cl:24])[cH:23]1. The reactants are CC(C)(C)OC(=O)N1CCC(C(=O)O)CC1, O=C(c1ncc[nH]1)c1ncc[nH]1, ClCCl, CCOCC, NN. Product: CC(C)(C)OC(=O)N1CCC(C(=O)NN)CC1. Reaction SMILES: [C:13]([CH3:14])([CH3:15])([CH3:16])[O:17][C:18](=[O:19])[N:20]1[CH2:21][CH2:22][CH:23]([C:26](=[O:27])[OH:28])[CH2:24][CH2:25]1.[C:1]([c:2]1[nH:3][cH:4][cH:5][n:6]1)([c:7]1[nH:8][cH:9][cH:10][n:11]1)=[O:12].[CH2:36]([Cl:37])[Cl:38].[CH3:31][CH2:32][O:33][CH2:34][CH3:35].[NH2:29][NH2:30]>>[C:13]([CH3:14])([CH3:15])([CH3:16])[O:17][C:18](=[O:19])[N:20]1[CH2:21][CH2:22][CH:23]([C:26](=[O:28])[NH:29][NH2:30])[CH2:24][CH2:25]1. Starting materials: O (Water), C(C1=CC=CC=C1)OC1=CC=C(C=C1)O (4-Benzyloxy-phenol), FC1=CC=C(C=O)C=C1 (4-Fluorobenzaldehyde), C(=O)([O-])[O-].[K+].[K+] (K2CO3). Solvent: CCCCCC (Hexane), CN(C)C=O (DMF). Conditions: time 10 minute. Yields the product C(C1=CC=CC=C1)OC1=CC=C(OC2=CC=C(C=O)C=C2)C=C1 (4-(4-Benzyloxy-phenoxy)-benzaldehyde). Isolated yield 72.3%. Reaction SMILES: [CH2:1]([O:8][C:9]1[CH:14]=[CH:13][C:12]([OH:15])=[CH:11][CH:10]=1)[C:2]1[CH:7]=[CH:6][CH:5]=[CH:4][CH:3]=1.C([O-])([O-])=O.[K+].[K+].F[C:23]1[CH:30]=[CH:29][C:26]([CH:27]=[O:28])=[CH:25][CH:24]=1.O>CN(C=O)C.CCCCCC>[CH2:1]([O:8][C:9]1[CH:10]=[CH:11][C:12]([O:15][C:23]2[CH:30]=[CH:29][C:26]([CH:27]=[O:28])=[CH:25][CH:24]=2)=[CH:13][CH:14]=1)[C:2]1[CH:3]=[CH:4][CH:5]=[CH:6][CH:7]=1 |f:1.2.3|. Procedure: 4-Benzyloxy-phenol (500 mg, 2.50 mmol) was dissolved in 7 mL of DMF. K2CO3 (414 mg 3.00 mmol) was added and the resulting mixture was stirred at room temperature for 10 mins. 4-Fluorobenzaldehyde (371 mg, 3.00 mmol) was added and the resulting mixture was stirred at 50° C. for 2 hours. The reaction mixture was then heated to 80° C. for 3 hours. Water was then added and the product was extracted with EtOAc and washed with brine. The organic phase was dried over Na2SO4 and concentrated under reduc...